From a dataset of the Open Reaction Database (ORD), a public repository of structured organic reaction records. describe an organic reaction: reactants, conditions, products, and yield The reactants are COCCOC1=CC=C2C(=CNC2=C1)C(C(C)[N+](=O)[O-])C=1C(=C(C=CC1)NC(OCC1=CC=CC=C1)=O)C (benzyl 3-(1-(6-(2-methoxyethoxy)-1H-indol-3-yl)-2-nitropropyl)-2-methylphenylcarbamate), C(C)(=O)[O-].[NH4+] (ammonium acetate). The reagents and catalysts are [Zn] (zinc). The solvent is CO (methanol), O1CCCC1 (tetrahydrofuran), CCOC(=O)C (EtOAc). Conditions: time 5 hour. The product is NC(C(C1=CNC2=CC(=CC=C12)OCCOC)C=1C(=C(C=CC1)NC(OCC1=CC=CC=C1)=O)C)C (benzyl 3-(2-amino-1-(6-(2-methoxyethoxy)-1H-indol-3-yl)propyl)-2-methylphenylcarbamate). Isolated yield 91.7%. As a reaction SMILES: [CH3:1][O:2][CH2:3][CH2:4][O:5][C:6]1[CH:14]=[C:13]2[C:9]([C:10]([CH:15]([C:21]3[C:22]([CH3:38])=[C:23]([NH:27][C:28](=[O:37])[O:29][CH2:30][C:31]4[CH:36]=[CH:35][CH:34]=[CH:33][CH:32]=4)[CH:24]=[CH:25][CH:26]=3)[CH:16]([N+:18]([O-])=O)[CH3:17])=[CH:11][NH:12]2)=[CH:8][CH:7]=1.C([O-])(=O)C.[NH4+]>CO.O1CCCC1.CCOC(C)=O.[Zn]>[NH2:18][CH:16]([CH3:17])[CH:15]([C:21]1[C:22]([CH3:38])=[C:23]([NH:27][C:28](=[O:37])[O:29][CH2:30][C:31]2[CH:36]=[CH:35][CH:34]=[CH:33][CH:32]=2)[CH:24]=[CH:25][CH:26]=1)[C:10]1[C:9]2[C:13](=[CH:14][C:6]([O:5][CH2:4][CH2:3][O:2][CH3:1])=[CH:7][CH:8]=2)[NH:12][CH:11]=1 |f:1.2|. Procedure: A solution of benzyl 3-(1-(6-(2-methoxyethoxy)-1H-indol-3-yl)-2-nitropropyl)-2-methylphenylcarbamate (1.6194 g, 3.13 mmol), ammonium acetate (2.51 g, 46.9 mmol) and zinc (3.07 g, 46.9 mmol) in methanol (Ratio: 1.000, Volume: 57.9 ml) and tetrahydrofuran (Ratio: 1.000, Volume: 57.9 ml) was stirred under nitrogen. After 5 h, the reaction was diluted with EtOAc and filtered through a wad of CELITE®. The filtrate was concentrated in vacuo, and the residue was dissolved in EtOAc (75 mL) and saturated... Starting materials: C(C)(=O)NC1=CC=C(C=C1)S(=O)(=O)Cl (4-acetylaminobenzenesulfonyl chloride), C(C)(C)(C)N (tert-butylamine). Run in COCCOC (DME), COCCOC (DME). Conditions: time 4 hour. Product: C(C)(=O)NC1=CC=C(C=C1)S(=O)(=O)NC(C)(C)C (4-Acetylamino-N-tert-butylbenzenesulfonamide). The yield is 68.8%. RXN SMILES: [C:1]([NH:4][C:5]1[CH:10]=[CH:9][C:8]([S:11](Cl)(=[O:13])=[O:12])=[CH:7][CH:6]=1)(=[O:3])[CH3:2].[C:15]([NH2:19])([CH3:18])([CH3:17])[CH3:16]>COCCOC>[C:1]([NH:4][C:5]1[CH:10]=[CH:9][C:8]([S:11]([NH:19][C:15]([CH3:18])([CH3:17])[CH3:16])(=[O:13])=[O:12])=[CH:7][CH:6]=1)(=[O:3])[CH3:2]. Reported procedure: To a suspension of 4-acetylaminobenzenesulfonyl chloride (10 g, 43 mmol) in DME (103 mL) is added, at 0° C., tert-butylamine (9 mL, 86 mmol) in DME (103 mL). Next, the reaction mixture is stirred for 4 h at reflux. The solvent is removed and CHCl3 is added. The resulting suspension is filtered and the solid is washed with CHCl3, H2O and Et2O. The solid obtained is dried in vacuo to give 8.0 g of the product as a white solid (yield: 68%).